From a dataset of the Open Reaction Database (ORD), a public repository of structured organic reaction records. describe an organic reaction: reactants, conditions, products, and yield Yield: 91.6%. Reactants: C(CC)C1CCC(CC1)C1=CC(=C(C(=C1)F)I)Cl (4-propylcyclohexyl-3-chloro-5-fluoro-4-iodobenzene), Grignard reagent, FC=1C=C(C=CC1F)Br (3,4-difluorobromobenzene), COB(OC)OC (trimethoxyborane), C([O-])([O-])=O.[K+].[K+] (potassium carbonate), mixed solvent, Cl (hydrochloric acid), C(CC)C1CCC(CC1)C1=CC(=CC(=C1)F)Cl (4-propylcyclohexyl-3-chloro-5-fluorobenzene), OB(C1=CC(=C(C=C1)F)F)O (dihydroxy(3,4-difluorophenyl)borane). Product: C(CC)[C@@H]1CC[C@H](CC1)C1=CC(=C(C(=C1)F)C1=CC(=C(C=C1)F)F)Cl (4′-(trans-4-propyl-cyclohexyl)-2′-chloro-3,4,6′-trifluorobiphenyl). As a reaction SMILES: [CH2:1]([CH:4]1[CH2:9][CH2:8][CH:7]([C:10]2[CH:15]=[C:14]([F:16])[C:13](I)=[C:12]([Cl:18])[CH:11]=2)[CH2:6][CH2:5]1)[CH2:2][CH3:3].C(C1CCC(C2C=C(F)C=C(Cl)C=2)CC1)CC.OB(O)[C:38]1[CH:43]=[CH:42][C:41]([F:44])=[C:40]([F:45])[CH:39]=1.FC1C=C(Br)C=CC=1F.COB(OC)OC.Cl.C(=O)([O-])[O-].[K+].[K+]>[Pd].CCCCCCC.C1(C)C=CC=CC=1.C(O)C.O>[CH2:1]([C@H:4]1[CH2:9][CH2:8][C@H:7]([C:10]2[CH:15]=[C:14]([F:16])[C:13]([C:38]3[CH:43]=[CH:42][C:41]([F:44])=[C:40]([F:45])[CH:39]=3)=[C:12]([Cl:18])[CH:11]=2)[CH2:6][CH2:5]1)[CH2:2][CH3:3] |f:6.7.8,11.12.13|. Procedure details: A mixture of 5.0 g (13.1 mmol) of 4-propylcyclohexyl-3-chloro-5-fluoro-4-iodobenzene [prepared by the same method as in the second step of Example 1 with the exception that 4-propylcyclohexyl-3-chloro-5-fluorobenzene was used in place of the 4-propoxycyclohexyl-3-chloro-5-fluorobenzene used in the second step of Example 1], 3.1 g (19.7 mmol) of dihydroxy(3,4-difluorophenyl)borane [prepared by reacting a Grignard reagent, which was prepared in turn from 3,4-difluorobromobenzene, with trimethoxybo... The reagents and catalysts are [Pd] (Pd-C). Run in C1(=CC=CC=C1)C.C(C)O.O (toluene ethanol water), CCCCCCC (heptane). Reactants: ClCOCOCP(=O)(OCC)OCC (chloromethoxy(diethylphosphonomethoxy)methane), [H-].[Na+] (sodium hydride), oil, N1C(=O)N=C(N)C=C1 (cytosine). Run in CN(C)C=O (DMF), CN(C)C=O (DMF). Conditions: temperature 80 celsius, time 15 hour. Yields the product C(C)OP(=O)(OCC)COCOCN1C(=O)N=C(N)C=C1 (1-[(Diethylphosphonomethoxy)methoxymethyl]cytosine). RXN SMILES: [H-].[Na+].[NH:3]1[CH:10]=[CH:9][C:7]([NH2:8])=[N:6][C:4]1=[O:5].Cl[CH2:12][O:13][CH2:14][O:15][CH2:16][P:17]([O:22][CH2:23][CH3:24])([O:19][CH2:20][CH3:21])=[O:18]>CN(C=O)C>[CH2:23]([O:22][P:17]([CH2:16][O:15][CH2:14][O:13][CH2:12][N:3]1[CH:10]=[CH:9][C:7]([NH2:8])=[N:6][C:4]1=[O:5])([O:19][CH2:20][CH3:21])=[O:18])[CH3:24] |f:0.1|. Procedure: To a suspension of 60% sodium hydride in mineral oil (700 mg, 17 mmol) in DMF (50 mL) was added cytosine (1.9 g, 17 mmol) and the mixture was heated at 80° C. for 2 hr under nitrogen. To the resulting yellow solution was added dropwise a solution of chloromethoxy(diethylphosphonomethoxy)methane [prepared from diethylphosphate (2.4 g, 17 mmol) and bis-(chloromethoxy)methane (12.5 g, 86 mmol)] in DMF (10 mL) under nitrogen. After stirring 15 hr at 25° C., the volatiles were removed in vacuo. The r... Starting materials: C(C1=CC=CC=C1)OC1=C(C=C(C=C1)C=1OC2=C(N1)C=CC(=C2)OC[C@H](C)NC(C)=O)F (N-((2S)-1-((2-(4-(benzyloxy)-3-fluorophenyl)-1,3-benzoxazol-6-yl)oxy)propan-2-yl)acetamide). Reagents/catalysts: [C].[Pd] (palladium-carbon). The solvent is C1CCOC1 (THF). Run at time 20 minute. The product is FC=1C=C(C=CC1O)C=1OC2=C(N1)C=CC(=C2)OC[C@H](C)NC(C)=O (N-((2S)-1-((2-(3-fluoro-4-hydroxyphenyl)-1,3-benzoxazol-6-yl)oxy)propan-2-yl)acetamide). Yield: 87.9%. As a reaction SMILES: C([O:8][C:9]1[CH:14]=[CH:13][C:12]([C:15]2[O:16][C:17]3[CH:23]=[C:22]([O:24][CH2:25][C@@H:26]([NH:28][C:29](=[O:31])[CH3:30])[CH3:27])[CH:21]=[CH:20][C:18]=3[N:19]=2)=[CH:11][C:10]=1[F:32])C1C=CC=CC=1>[C].[Pd].C1COCC1>[F:32][C:10]1[CH:11]=[C:12]([C:15]2[O:16][C:17]3[CH:23]=[C:22]([O:24][CH2:25][C@@H:26]([NH:28][C:29](=[O:31])[CH3:30])[CH3:27])[CH:21]=[CH:20][C:18]=3[N:19]=2)[CH:13]=[CH:14][C:9]=1[OH:8] |f:1.2|. Procedure details: A mixture of N-((2S)-1-((2-(4-(benzyloxy)-3-fluorophenyl)-1,3-benzoxazol-6-yl)oxy)propan-2-yl)acetamide (1.22 g), 10% palladium-carbon (containing water (50%), 1.00 g) and THF (20 mL) was stirred at room temperature for 20 min under a hydrogen atmosphere. The catalyst was removed by filtration, and the obtained filtrate was concentrated under reduced pressure. The obtained solid was washed with diethyl ether to give the title compound (850 mg). The reactants are S(=S)(=O)([O-])[O-].[Na+].[Na+] (sodium thiosulfate), C(CCC)OCCOC1=CC=C(C=C1)C=1C=CC2=C(C=C(CCN2CC(C)C)C(=O)NC2=CC=C(C=C2)SCC2=NN=NN2C)C1 (7-[4-(2-butoxyethoxy)phenyl]-1-isobutyl-N-[4-[[(1-methyl-tetrazol-5-yl)methyl]sulfanyl]phenyl]-2,3-dihydro-1-benzazepine-4-carboxamide), ClC1=CC(=CC=C1)C(=O)OO (m-chloroperbenzoic acid). Run in C(Cl)Cl (methylene chloride), C(Cl)Cl (methylene chloride). Conditions: time 15 minute. The product is C(CCC)OCCOC1=CC=C(C=C1)C=1C=CC2=C(C=C(CCN2CC(C)C)C(=O)NC2=CC=C(C=C2)S(=O)CC2=NN=NN2C)C1 (7-[4-(2-butoxyethoxy)phenyl]-1-isobutyl-N-[4-[[(1-methyl-tetrazol-5-yl)methyl]sulfinyl]phenyl]-2,3-dihydro-1-benzazepine-4-carboxamide). Isolated yield 56.9%. As a reaction SMILES: [CH2:1]([O:5][CH2:6][CH2:7][O:8][C:9]1[CH:14]=[CH:13][C:12]([C:15]2[CH:16]=[CH:17][C:18]3[N:24]([CH2:25][CH:26]([CH3:28])[CH3:27])[CH2:23][CH2:22][C:21]([C:29]([NH:31][C:32]4[CH:37]=[CH:36][C:35]([S:38][CH2:39][C:40]5[N:44]([CH3:45])[N:43]=[N:42][N:41]=5)=[CH:34][CH:33]=4)=[O:30])=[CH:20][C:19]=3[CH:46]=2)=[CH:11][CH:10]=1)[CH2:2][CH2:3][CH3:4].ClC1C=CC=C(C(OO)=[O:55])C=1.S([O-])([O-])(=O)=S.[Na+].[Na+]>C(Cl)Cl>[CH2:1]([O:5][CH2:6][CH2:7][O:8][C:9]1[CH:10]=[CH:11][C:12]([C:15]2[CH:16]=[CH:17][C:18]3[N:24]([CH2:25][CH:26]([CH3:27])[CH3:28])[CH2:23][CH2:22][C:21]([C:29]([NH:31][C:32]4[CH:33]=[CH:34][C:35]([S:38]([CH2:39][C:40]5[N:44]([CH3:45])[N:43]=[N:42][N:41]=5)=[O:55])=[CH:36][CH:37]=4)=[O:30])=[CH:20][C:19]=3[CH:46]=2)=[CH:13][CH:14]=1)[CH2:2][CH2:3][CH3:4] |f:2.3.4|. Procedure: To a solution of 7-[4-(2-butoxyethoxy)phenyl]-1-isobutyl-N-[4-[[(1-methyl-tetrazol-5-yl)methyl]sulfanyl]phenyl]-2,3-dihydro-1-benzazepine-4-carboxamide (0.60 g) in methylene chloride (18 ml) was added dropwise a solution of m-chloroperbenzoic acid (0.19 g) in methylene chloride (12 ml) at −78° C., and the mixture was stirred for 15 minutes. To the reaction mixture was added an aqueous solution of saturated sodium thiosulfate. The mixture was extracted with ethyl acetate, and the organic layer wa... Reactants: Cl (hydrochloric acid), ice water, [Cl-].[Na+] (sodium chloride), [BH4-].[Na+] (sodium borohydride), [Cl-].[Li+] (lithium chloride), C(C1=CC=CC=C1)N1[C@@H](C[C@H](C1)O[Si](C)(C)C(C)(C)C)C(=O)OC ((2S,4R)-1-benzyl-2-methoxycarbonyl-4-(t-butyldimethylsilyloxy)pyrrolidine), [OH-].[Na+] (sodium hydroxide). Run in C(C)O (ethanol), O1CCCC1 (tetrahydrofuran), O1CCCC1 (tetrahydrofuran). Run at time 2 hour. Product: C(C1=CC=CC=C1)N1[C@@H](C[C@H](C1)O[Si](C)(C)C(C)(C)C)CO ((2S,4R)-1-benzyl-2-hydroxymethyl-4-(t-butyldimethylsilyloxy)pyrrolidine). The yield is 101.9%. Reaction SMILES: [BH4-].[Na+].[Cl-].[Li+].[CH2:5]([N:12]1[CH2:16][C@H:15]([O:17][Si:18]([C:21]([CH3:24])([CH3:23])[CH3:22])([CH3:20])[CH3:19])[CH2:14][C@H:13]1[C:25](OC)=[O:26])[C:6]1[CH:11]=[CH:10][CH:9]=[CH:8][CH:7]=1.Cl.[OH-].[Na+].[Cl-].[Na+]>O1CCCC1.C(O)C>[CH2:5]([N:12]1[CH2:16][C@H:15]([O:17][Si:18]([C:21]([CH3:22])([CH3:23])[CH3:24])([CH3:20])[CH3:19])[CH2:14][C@H:13]1[CH2:25][OH:26])[C:6]1[CH:7]=[CH:8][CH:9]=[CH:10][CH:11]=1 |f:0.1,2.3,6.7,8.9|. Procedure: To a suspension of sodium borohydride (16.2 g) and lithium chloride (18.1 g) in tetrahydrofuran (190 ml) were dropwise added (2S,4R)-1-benzyl-2-methoxycarbonyl-4-(t-butyldimethylsilyloxy)pyrrolidine (74.8 g) in tetrahydrofuran (190 ml), and ethanol (750 ml) under ice-cooling. The mixture was stirred at ambient temperature for 2 hours. The reaction mixture was cooled with dry ice-acetone bath and poured into ice-water. The mixture was adjusted to pH 6 with 1N hydrochloric acid and stirred for 10 ... Reactants: ClC1=CC(=[N+](C(=C1)C)[O-])C (4-chloro-2,6-dimethylpyridine-1-oxide), C(C)(=O)OC(C)=O (acetic anhydride), resultant solution. Reaction conditions: time 8 hour. Product: crude product, ClC1=CC(=NC(=C1)C)COC(C)=O (acetic 4-chloro-6-methyl-2-pyridinylmethyl ester). Reaction SMILES: [Cl:1][C:2]1[CH:7]=[C:6]([CH3:8])[N+:5]([O-])=[C:4]([CH3:10])[CH:3]=1.[C:11]([O:14]C(=O)C)(=[O:13])[CH3:12]>>[Cl:1][C:2]1[CH:7]=[C:6]([CH3:8])[N:5]=[C:4]([CH2:10][O:14][C:11](=[O:13])[CH3:12])[CH:3]=1. Procedure details: 4.0 g (25.4 mmol) of 4-chloro-2,6-dimethylpyridine-1-oxide was dissolved in 12 ml of acetic anhydride. The resultant solution was gradually heated to raise the temperature to the reflux temperature, and the solution was then stirred overnight at the same temperature. The reacted solution was then condensed under reduced pressure to obtain a crude product of acetic 4-chloro-6-methyl-2-pyridinylmethyl ester. Starting materials: O=C([O-])[O-], CN(C)C=O, [Cl-], C#CCOc1cc(Cl)ncn1, Oc1ccc(C(F)(F)F)cc1, [K+], [K+], [NH4+]. Product: C#CCOc1cc(Oc2ccc(C(F)(F)F)cc2)ncn1. Reaction SMILES: [C:12](=[O:13])([O-:14])[O-:15].[CH3:31][N:32]([CH3:33])[CH:34]=[O:35].[Cl-:29].[Cl:1][c:2]1[n:3][cH:4][n:5][c:6]([O:8][CH2:9][C:10]#[CH:11])[cH:7]1.[F:18][C:19]([c:20]1[cH:21][cH:22][c:23]([OH:26])[cH:24][cH:25]1)([F:27])[F:28].[K+:16].[K+:17].[NH4+:30]>>[c:2]1([O:26][c:23]2[cH:22][cH:21][c:20]([C:19]([F:18])([F:27])[F:28])[cH:25][cH:24]2)[n:3][cH:4][n:5][c:6]([O:8][CH2:9][C:10]#[CH:11])[cH:7]1. Reactants: CC1=CC=C(C=C1)S(=O)(=O)OCC1CCCC1 (cyclopentylmethyl 4-methylbenzenesulfonate), C(C1=CC=CC=C1)NC(=O)C1=C(N=C(S1)N1C(C=C(C=C1)O)=O)C (N-benzyl-2-(4-hydroxy-2-oxopyridin-1(2H)-yl)-4-methylthiazole-5-carboxamide). The product is C(C1=CC=CC=C1)NC(=O)C1=C(N=C(S1)N1C(C=C(C=C1)OCC1CCCC1)=O)C (N-Benzyl-2-(4-(cyclopentylmethoxy)-2-oxopyridin-1(2H)-yl)-4-methylthiazole-5-carboxamide). The yield is 57.0%. Reaction SMILES: CC1C=CC(S([O:11][CH2:12][CH:13]2[CH2:17][CH2:16][CH2:15][CH2:14]2)(=O)=O)=CC=1.[CH2:18]([NH:25][C:26]([C:28]1[S:32][C:31]([N:33]2[CH:38]=[CH:37][C:36](O)=[CH:35][C:34]2=[O:40])=[N:30][C:29]=1[CH3:41])=[O:27])[C:19]1[CH:24]=[CH:23][CH:22]=[CH:21][CH:20]=1>>[CH2:18]([NH:25][C:26]([C:28]1[S:32][C:31]([N:33]2[CH:38]=[CH:37][C:36]([O:11][CH2:12][CH:13]3[CH2:14][CH2:15][CH2:16][CH2:17]3)=[CH:35][C:34]2=[O:40])=[N:30][C:29]=1[CH3:41])=[O:27])[C:19]1[CH:24]=[CH:23][CH:22]=[CH:21][CH:20]=1. Reported procedure: Following the procedure as described in Example 9, making variation only as required to use cyclopentylmethyl 4-methylbenzenesulfonate in place of 2-cyclopropylethyl 4-methylbenzenesulfonate to react with N-benzyl-2-(4-hydroxy-2-oxopyridin-1(2H)-yl)-4-methylthiazole-5-carboxamide, the title compound was obtained as a colorless solid in 57% yield: mp 196-198° C. (methanol); 1H NMR (300 MHz, CDCl3) δ 8.64 (d, J=8.1 Hz, 1H), 7.40-7.25 (m, 5H), 6.16 (d, J=8.1, 2.6 Hz, 1H), 6.09-6.05 (m, 1H), 5.94 (d... Reactants: ON1C(c2ccc(Br)cc2)=CC=NC1c1c(F)cccc1F, [Na+], [OH-], O, O=P(Cl)(Cl)Cl. The product is Fc1cccc(F)c1C1N=CC=C(c2ccc(Br)cc2)N1Cl. Reaction SMILES: [Br:1][c:2]1[cH:3][cH:4][c:5]([C:8]2=[CH:13][CH:12]=[N:11][CH:10]([c:14]3[c:15]([F:21])[cH:16][cH:17][cH:18][c:19]3[F:20])[N:9]2[OH:22])[cH:6][cH:7]1.[Na+:29].[OH-:28].[OH2:30].[P:23]([Cl:24])([Cl:25])([Cl:26])=[O:27]>>[Br:1][c:2]1[cH:3][cH:4][c:5]([C:8]2=[CH:13][CH:12]=[N:11][CH:10]([c:14]3[c:15]([F:21])[cH:16][cH:17][cH:18][c:19]3[F:20])[N:9]2[Cl:25])[cH:6][cH:7]1. Starting materials: NC=1C(N(C(=CC1)C1=CC=CC=C1)CC(=O)NC(C(C(F)(F)F)O[Si](C)(C)C(C)(C)C)C(C)C)=O (2-(3-amino-2-oxo-6-phenyl-1,2-dihydro-1-pyridyl)-N-(2-tert-butyldimethylsilyloxy-3,3,3-trifluoro-1-isopropylpropyl)acetamide), Cl.CN(CCCN=C=NCC)C (1-(3-dimethylaminopropyl)-3-ethylcarbodiimide hydrochloride), acid, Cl.CN(CCCC(CC)N=C=NCC)C (1-(3-dimethylaminopropylpropyl)-3-ethylcarbodiimide hydrochloride), ON1N=NC2=C1C=CC=C2 (1-hydroxybenzotriazole), COC1=CC=C(C=C1)CC(=O)O (4-methoxyphenylacetic acid), O.ON1N=NC2=C1C=CC=C2 (1-hydroxybenzotriazole hydrate). Reagents/catalysts: CN(C1=CC=NC=C1)C (4-dimethylaminopyridine). Solvent: C(C)(=O)OCC (ethyl acetate), C(C)N(CC)CC (triethylamine), C(C)N(CC)CC (triethylamine), O1CCCC1 (tetrahydrofuran), O1CCCC1 (tetrahydrofuran). Run at time 8 hour. Yields the product [Si](C)(C)(C(C)(C)C)OC(C(C(C)C)NC(CN1C(C(=CC=C1C1=CC=CC=C1)NC(CC1=CC=C(C=C1)OC)=O)=O)=O)C(F)(F)F (N-(2-tert-butyldimethylsilyloxy-3,3,3-trifluoro-1-isopropylpropyl)-2-[3-(4-methoxyphenyl)acetylamino-2-oxo-6-phenyl-1,2-dihydro-1-pyridyl]acetamide). Yield: 61.8%. Reaction SMILES: [NH2:1][C:2]1[C:3](=[O:35])[N:4]([CH2:14][C:15]([NH:17][CH:18]([CH:32]([CH3:34])[CH3:33])[CH:19]([O:24][Si:25]([C:28]([CH3:31])([CH3:30])[CH3:29])([CH3:27])[CH3:26])[C:20]([F:23])([F:22])[F:21])=[O:16])[C:5]([C:8]2[CH:13]=[CH:12][CH:11]=[CH:10][CH:9]=2)=[CH:6][CH:7]=1.[CH3:36][O:37][C:38]1[CH:43]=[CH:42][C:41]([CH2:44][C:45](O)=[O:46])=[CH:40][CH:39]=1.O.ON1C2C=CC=CC=2N=N1.Cl.CN(C)CCCN=C=NCC.Cl.CN(C)CCCC(N=C=NCC)CC.ON1C2C=CC=CC=2N=N1>O1CCCC1.CN(C)C1C=CN=CC=1.C(OCC)(=O)C.C(N(CC)CC)C>[Si:25]([O:24][CH:19]([C:20]([F:23])([F:21])[F:22])[CH:18]([NH:17][C:15](=[O:16])[CH2:14][N:4]1[C:5]([C:8]2[CH:9]=[CH:10][CH:11]=[CH:12][CH:13]=2)=[CH:6][CH:7]=[C:2]([NH:1][C:45](=[O:46])[CH2:44][C:41]2[CH:42]=[CH:43][C:38]([O:37][CH3:36])=[CH:39][CH:40]=2)[C:3]1=[O:35])[CH:32]([CH3:33])[CH3:34])([C:28]([CH3:29])([CH3:30])[CH3:31])([CH3:27])[CH3:26] |f:2.3,4.5,6.7|. Reported procedure: To 2-(3-amino-2-oxo-6-phenyl-1,2-dihydro-1-pyridyl)-N-(2-tert-butyldimethylsilyloxy-3,3,3-trifluoro-1-isopropylpropyl)acetamide (0.295 g) suspended in redistilled tetrahydrofuran (5 mL) was added 4-methoxyphenylacetic acid (0.97 g), followed by 1-hydroxybenzotriazole hydrate (0.156 g) and 1-(3-dimethylaminopropyl)-3-ethylcarbodiimide hydrochloride (0.123 g). The reaction was shown by TLC to be incomplete after overnight stirring; therefore, triethylamine (0.08 mL) and 4-dimethylaminopyridine (ca...